This data is from the Open Reaction Database (ORD), a public repository of structured organic reaction records. The task is: describe an organic reaction: reactants, conditions, products, and yield Product: CC(C)(C)OC(=O)NCC1(C(=O)O)CC12CCCCC2. Reaction SMILES: [CH3:1][O:2][C:3](=[O:4])[C:5]1([CH2:13][NH:14][C:15](=[O:16])[O:17][C:18]([CH3:19])([CH3:20])[CH3:21])[CH2:6][C:7]12[CH2:8][CH2:9][CH2:10][CH2:11][CH2:12]2.[OH2:22]>>[O:2]=[C:3]([OH:4])[C:5]1([CH2:13][NH:14][C:15](=[O:16])[O:17][C:18]([CH3:19])([CH3:20])[CH3:21])[CH2:6][C:7]12[CH2:8][CH2:9][CH2:10][CH2:11][CH2:12]2. The reactants are COC(=O)C1(CNC(=O)OC(C)(C)C)CC12CCCCC2, O. The reactants are FC1=C(C=O)C=CC=C1 (2-Fluorobenzaldehyde), [Na] (sodium), BrC(C1=CC=CC=C1)(S(=O)(=O)C1=CC=CC=C1)O (bromophenylsulfonylbenzyl alcohol), FC1=C(C=CC(=C1)F)C(C)=O (2′,4′-difluoroacetophenone), [BH4-].[Na+] (sodium borohydride). Product: FC1=C(C=CC(=C1)F)C(CC1=CC=C(C=C1)S(=O)(=O)C1=C(C=CC=C1)CO)=O (1-(2,4-difluorophenyl)-2-(4-{[2-(hydroxymethyl)phenyl]sulfonyl}phenyl)ethanone). Reaction SMILES: FC1C=CC=CC=1C=[O:5].[Na].[BH4-].[Na+].Br[C:14](O)([S:21]([C:24]1[CH:29]=[CH:28][CH:27]=[CH:26][CH:25]=1)(=[O:23])=[O:22])[C:15]1[CH:20]=[CH:19][CH:18]=[CH:17][CH:16]=1.[F:31][C:32]1[CH:37]=[C:36]([F:38])[CH:35]=[CH:34][C:33]=1[C:39](=[O:41])[CH3:40]>>[F:31][C:32]1[CH:37]=[C:36]([F:38])[CH:35]=[CH:34][C:33]=1[C:39](=[O:41])[CH2:40][C:27]1[CH:26]=[CH:25][C:24]([S:21]([C:14]2[CH:15]=[CH:20][CH:19]=[CH:18][C:17]=2[CH2:16][OH:5])(=[O:22])=[O:23])=[CH:29][CH:28]=1 |f:2.3,^1:9|. Reported procedure: 2-Fluorobenzaldehyde was reacted with sodium 4-bromophhenylsulfinate by the procedure of Example 113 Step 1, then the aldehyde group reduced using sodium borohydride by the procedure of Example 41. The resulting bromophenylsulfonylbenzyl alcohol was reacted with 2′,4′-difluoroacetophenone as described in Example 132 to provide the title compound. δH (500 MHz, d6 DMSO): 8.07 (1H, d, J=7.8 Hz), 7.96 (1H, q, J=8.0 Hz), 7.82–7.77 (3H, m), 7.72 (1H, t, J=7.5 Hz), 7.54 (1H, t, J=7.5 Hz), 7.48 (2H, d, ... Yields the product CN(c1cccnc1N1CCOc2ccccc21)C(c1cccnc1)c1cccnc1. As a reaction SMILES: [CH3:31][I:32].[CH3:33][C:34](=[O:35])[OH:36].[CH3:42][CH2:43][O:44][C:45](=[O:46])[CH3:47].[O:1]1[CH2:2][CH2:3][N:4]([c:11]2[n:12][cH:13][cH:14][cH:15][c:16]2[NH:17][CH:18]([c:19]2[cH:20][n:21][cH:22][cH:23][cH:24]2)[c:25]2[cH:26][n:27][cH:28][cH:29][cH:30]2)[c:5]2[c:6]1[cH:7][cH:8][cH:9][cH:10]2.[O:37]=[CH:38][N:39]([CH3:40])[CH3:41]>>[O:1]1[CH2:2][CH2:3][N:4]([c:11]2[n:12][cH:13][cH:14][cH:15][c:16]2[N:17]([CH:18]([c:19]2[cH:20][n:21][cH:22][cH:23][cH:24]2)[c:25]2[cH:26][n:27][cH:28][cH:29][cH:30]2)[CH3:33])[c:5]2[c:6]1[cH:7][cH:8][cH:9][cH:10]2. Starting materials: CI, CC(=O)O, CCOC(C)=O, c1cncc(C(Nc2cccnc2N2CCOc3ccccc32)c2cccnc2)c1, CN(C)C=O. The reactants are C(C)OC(=O)C(CCP(OCC)(OCC)=O)(CCC1=CC=C(C=C1)CCCCCCCC)C ((±)-diethyl 3-ethoxycarbonyl-3-methyl-5-(4-(octyl)phenyl)pentylphosphonate), [OH-].[Na+] (sodium hydroxide), O1CCCC1 (Tetrahydrofuran). The solvent is C(C)(=O)OCC (ethyl acetate), CO (methanol). Reaction conditions: temperature 50 celsius, time 20 hour. Yields the product C(=O)(O)C(CCP(OCC)(OCC)=O)(CCC1=CC=C(C=C1)CCCCCCCC)C ((±)-Diethyl 3-carboxy-3-methyl-5-(4-(octyl)phenyl)pentylphosphonate). Yield: 82.6%. Reaction SMILES: C([O:3][C:4]([C:6]([CH3:33])([CH2:17][CH2:18][C:19]1[CH:24]=[CH:23][C:22]([CH2:25][CH2:26][CH2:27][CH2:28][CH2:29][CH2:30][CH2:31][CH3:32])=[CH:21][CH:20]=1)[CH2:7][CH2:8][P:9](=[O:16])([O:13][CH2:14][CH3:15])[O:10][CH2:11][CH3:12])=[O:5])C.[OH-].[Na+].O1CCCC1>CO.C(OCC)(=O)C>[C:4]([C:6]([CH3:33])([CH2:17][CH2:18][C:19]1[CH:24]=[CH:23][C:22]([CH2:25][CH2:26][CH2:27][CH2:28][CH2:29][CH2:30][CH2:31][CH3:32])=[CH:21][CH:20]=1)[CH2:7][CH2:8][P:9](=[O:16])([O:13][CH2:14][CH3:15])[O:10][CH2:11][CH3:12])([OH:5])=[O:3] |f:1.2|. Procedure: To a solution of (±)-diethyl 3-ethoxycarbonyl-3-methyl-5-(4-(octyl)phenyl)pentylphosphonate (0.211 g, 0.437 mmol) in methanol (2 ml) was added 1N aqueous sodium hydroxide (1.3 ml, 1.3 mol). Tetrahydrofuran was added as necessary to keep the substrate in solution. The reaction was heated to 50° C. for 16 h then warmed to 70° and stirred at this temperature for 20 h. The reaction was diluted with ethyl acetate (30 ml) and washed with 2N aq HCl (20 ml), saturated aqueous sodium chloride (20 ml), dr... The reactants are [Na] (sodium), C(C)(C)(C)N1N=CC(=C(C1=O)Cl)N(CCCO)CC1=CC=C(C=C1)C(C1=CC=C(C=C1)Cl)=O (2-tert-butyl-4-chloro-5-[N-(4-(4-chlorobenzoyl)benzyl)-N-(3-hydroxypropyl)-amino]-3-(2H)-pyridazinone), [O-]CC.[Na+] (sodium ethoxide). The solvent is C(C)O (ethanol), O (water), C(C)O (ethanol), C(C)O (ethanol). Yields the product C(C)(C)(C)N1N=CC2=C(OCCCN2CC2=CC=C(C=C2)C(C2=CC=C(C=C2)Cl)=O)C1=O (8-Tert-butyl-5-[4-(4-chlorobenzoyl)benzyl]-2,3,4,5-tetrahydropyridazino[4,5-b]-1,4-oxazepin-9(8H)-one). Isolated yield 142.5%. Reaction SMILES: [O-]CC.[Na+].[Na].[C:6]([N:10]1[C:15](=[O:16])[C:14](Cl)=[C:13]([N:18]([CH2:23][C:24]2[CH:29]=[CH:28][C:27]([C:30](=[O:38])[C:31]3[CH:36]=[CH:35][C:34]([Cl:37])=[CH:33][CH:32]=3)=[CH:26][CH:25]=2)[CH2:19][CH2:20][CH2:21][OH:22])[CH:12]=[N:11]1)([CH3:9])([CH3:8])[CH3:7]>C(O)C.O>[C:6]([N:10]1[C:15](=[O:16])[C:14]2[O:22][CH2:21][CH2:20][CH2:19][N:18]([CH2:23][C:24]3[CH:29]=[CH:28][C:27]([C:30](=[O:38])[C:31]4[CH:36]=[CH:35][C:34]([Cl:37])=[CH:33][CH:32]=4)=[CH:26][CH:25]=3)[C:13]=2[CH:12]=[N:11]1)([CH3:7])([CH3:9])[CH3:8] |f:0.1,^1:4|. Reported procedure: To a solution of sodium ethoxide in ethanol as prepared by dissolving sodium metal (6.5 mg) in ethanol (1 ml) was added a solution of 2-tert-butyl-4-chloro-5-[N-(4-(4-chlorobenzoyl)benzyl)-N-(3-hydroxypropyl)-amino]-3-(2H)-pyridazinone (91 mg) in ethanol (5 ml) and the mixture was refluxed for 46 hours. After cooling to room temperature, the reaction mixture was diluted with water and extracted with ethyl acetate. The extract was washed with water and saturated aqueous NaCl solution in that orde... The reactants are COC1=C(C(=CC=C1)OC)C1=CC(=NN1C1=C(C=C(C=C1)C(N(CCCN(C)C)C)=O)C(C)C)C(=O)NC1(C2CC3CC(CC1C3)C2)C(=O)O (2-[5-(2,6-dimethoxyphenyl)-1-[4-[N-methyl-N-(3-dimethylaminopropyl)carbamoyl]-2-isopropylphenyl]-3-pyrazolylcarbonylamino]-2-adamantanecarboxylic acid), N[C@@H](CCCNC(N)=N)C(=O)O ((S)-(+)-arginine). Run in CO (MeOH). Run at temperature 5 celsius. Product: N[C@@H](CCCNC(N)=N)C(=O)O.COC1=C(C(=CC=C1)OC)C1=CC(=NN1C1=C(C=C(C=C1)C(N(CCCN(C)C)C)=O)C(C)C)C(=O)NC1(C2CC3CC(CC1C3)C2)C(=O)O (2-[5-(2,6-Dimethoxyphenyl)-1-[4-[N-methyl-N-(3-dimethylaminopropyl)carbamoyl]-2-isopropylphenyl]-3-pyrazolylcarbonylamino]-2-adamantanecarboxylic acid (S)-(+)-arginine salt). Isolated yield 43.9%. RXN SMILES: [CH3:1][O:2][C:3]1[CH:8]=[CH:7][CH:6]=[C:5]([O:9][CH3:10])[C:4]=1[C:11]1[N:15]([C:16]2[CH:21]=[CH:20][C:19]([C:22](=[O:31])[N:23]([CH3:30])[CH2:24][CH2:25][CH2:26][N:27]([CH3:29])[CH3:28])=[CH:18][C:17]=2[CH:32]([CH3:34])[CH3:33])[N:14]=[C:13]([C:35]([NH:37][C:38]2([C:48]([OH:50])=[O:49])[CH:45]3[CH2:46][CH:41]4[CH2:42][CH:43]([CH2:47][CH:39]2[CH2:40]4)[CH2:44]3)=[O:36])[CH:12]=1.[NH2:51][C@H:52]([C:60]([OH:62])=[O:61])[CH2:53][CH2:54][CH2:55][NH:56][C:57](=[NH:59])[NH2:58]>CO>[NH2:51][C@H:52]([C:60]([OH:62])=[O:61])[CH2:53][CH2:54][CH2:55][NH:56][C:57](=[NH:58])[NH2:59].[CH3:10][O:9][C:5]1[CH:6]=[CH:7][CH:8]=[C:3]([O:2][CH3:1])[C:4]=1[C:11]1[N:15]([C:16]2[CH:21]=[CH:20][C:19]([C:22](=[O:31])[N:23]([CH3:30])[CH2:24][CH2:25][CH2:26][N:27]([CH3:28])[CH3:29])=[CH:18][C:17]=2[CH:32]([CH3:34])[CH3:33])[N:14]=[C:13]([C:35]([NH:37][C:38]2([C:48]([OH:50])=[O:49])[CH:39]3[CH2:40][CH:41]4[CH2:42][CH:43]([CH2:44][CH:45]2[CH2:46]4)[CH2:47]3)=[O:36])[CH:12]=1 |f:3.4|. Procedure details: 0.1 g of the compound obtained in EXAMPLE 1' and 0.03 g of (S)-(+)-arginine are dissolved in the heated state in 4 ml of MeOH, and this solution is concentrated to 1 ml and poured into 10 ml of ether cooled to 5° C. 0.055 g of the expected product is obtained after draining and drying over P2O5, m.p.=176° C. (dec.).